This data is from the Open Reaction Database (ORD), a public repository of structured organic reaction records. The task is: describe an organic reaction: reactants, conditions, products, and yield Starting materials: S(=O)(=O)(O)OS(=O)(=O)OS(=O)(=O)O.OCC(O)CO (glycerol trisulfuric acid), triglyceride. Solvent: OCC(O)CO (glycerol), OCC(O)CO (glycerol). Product: S(=O)(=O)(O)OS(=O)(=O)O.OCC(O)CO (glycerol disulfuric acid). As a reaction SMILES: [S:1]([O:5][S:6]([O:9]S(O)(=O)=O)(=[O:8])=[O:7])([OH:4])(=[O:3])=[O:2].[OH:14][CH2:15][CH:16]([CH2:18][OH:19])[OH:17]>OCC(CO)O>[S:1]([O:5][S:6]([OH:9])(=[O:8])=[O:7])([OH:4])(=[O:3])=[O:2].[OH:14][CH2:15][CH:16]([CH2:18][OH:19])[OH:17] |f:0.1,3.4|. Procedure details: In the drawing Stage 1 reactor 11 is the situs for sulfation of glycerol byoleum at a temperature of about 35° C. The glycerol trisulfuric acidresulting is fed via line 13 to Stage 2 reactor 15 wherein the glycerol trisulfuric acid is transesterified with triglyceride, at a temperature ofabout 50° C., producing monoesterified glycerol disulfuric acid (theso-called acid mix), which passes through line 17 to Stage 3 reactor 19. Insuch reactor the glycerol disulfuric acid monoester is neutralized w... Starting materials: [F-].C(CCC)[N+](CCCC)(CCCC)CCCC (Tetrabutylammonium fluoride), NC1=C(C=C(CN\C=C\2/C(NC(C3=CC=C(C=C23)I)=O)=O)C=C1)O[Si](C(C)C)(C(C)C)C(C)C ((4Z)-4-[({4-amino-3-[(triisopropylsilyl)oxy]benzyl}amino)methylene]-6-iodoisoquinoline-1,3(2H,4H)-dione), formylaldehyde, C(#N)[BH3-].[Na+] (sodium cyanoborohydride), C(C)(=O)O (acetic acid). Run in CO (methanol), O1CCCC1 (tetrahydrofuran). Yields the product CN(C1=C(C=C(CN\C=C\2/C(NC(C3=CC=C(C=C23)I)=O)=O)C=C1)O)C ((4Z)-4-({[4-(Dimethylamino)-3-hydroxybenzyl]amino}methylene)-6-iodoisoquinoline-1,3(2H,4H)-dione). Isolated yield 25.4%. RXN SMILES: N[C:2]1[CH:23]=[CH:22][C:5]([CH2:6][NH:7]/[CH:8]=[C:9]2\[C:10](=[O:21])[NH:11][C:12](=[O:20])[C:13]3[C:18]\2=[CH:17][C:16]([I:19])=[CH:15][CH:14]=3)=[CH:4][C:3]=1[O:24][Si](C(C)C)(C(C)C)C(C)C.[C:35]([BH3-])#[N:36].[Na+].[C:39](O)(=O)C.[F-].C([N+](CCCC)(CCCC)CCCC)CCC>O1CCCC1.CO>[CH3:39][N:36]([CH3:35])[C:2]1[CH:23]=[CH:22][C:5]([CH2:6][NH:7]/[CH:8]=[C:9]2\[C:10](=[O:21])[NH:11][C:12](=[O:20])[C:13]3[C:18]\2=[CH:17][C:16]([I:19])=[CH:15][CH:14]=3)=[CH:4][C:3]=1[OH:24] |f:1.2,4.5|. Procedure: An amount of 300 mg (0.51 mmol) of (4Z)-4-[({4-amino-3-[(triisopropylsilyl)oxy]benzyl}amino)methylene]-6-iodoisoquinoline-1,3(2H,4H)-dione and formylaldehyde (45.9 mg, 1.53 mmol) were dissolved in tetrahydrofuran (3 mL) and methanol (2 mL). After stirring for ten minutes, a mixture of sodium cyanoborohydride (64.1 mg, 1.02 mmol) and acetic acid (0.4 mL, 5.1 mmol) were added drop-wise. The mixture is allowed to stir for 2.5 hours. Tetrabutylammonium fluoride (2 mL) is added and stirred for additi... Starting materials: C=C(C#N)CCC#N, CCO, Cc1ccc(S)cc1C. Product: Cc1ccc(SCC(C#N)CCC#N)cc1C. RXN SMILES: [CH2:10]=[C:11]([C:12]#[N:13])[CH2:14][CH2:15][C:16]#[N:17].[CH3:18][CH2:19][OH:20].[CH3:1][c:2]1[cH:3][c:4]([SH:9])[cH:5][cH:6][c:7]1[CH3:8]>>[CH3:1][c:2]1[cH:3][c:4]([S:9][CH2:10][CH:11]([C:12]#[N:13])[CH2:14][CH2:15][C:16]#[N:17])[cH:5][cH:6][c:7]1[CH3:8]. Starting materials: COc1cc[nH]c(=O)c1, O=P(Cl)(Cl)Cl. Product: COc1ccnc(Cl)c1. RXN SMILES: [CH3:1][O:2][c:3]1[cH:4][c:5](=[O:9])[nH:6][cH:7][cH:8]1.[P:10]([Cl:11])([Cl:12])([Cl:13])=[O:14]>>[CH3:1][O:2][c:3]1[cH:4][c:5]([Cl:12])[n:6][cH:7][cH:8]1. Starting materials: NC1=CC=CC=C1 (aniline), ClCC(=O)N1CCC(CC1)CC1=CC=CC=C1 (2-chloro-1-(4-benzyl-piperidin-1-yl)-ethanone). The solvent is C(C)OCC (diethylether). Product: C(C1=CC=CC=C1)C1CCN(CC1)C(CNC1=CC=CC=C1)=O (1-(4-Benzyl-piperidin-1-yl)-2-phenylamino-ethanone). RXN SMILES: [NH2:1][C:2]1[CH:7]=[CH:6][CH:5]=[CH:4][CH:3]=1.Cl[CH2:9][C:10]([N:12]1[CH2:17][CH2:16][CH:15]([CH2:18][C:19]2[CH:24]=[CH:23][CH:22]=[CH:21][CH:20]=2)[CH2:14][CH2:13]1)=[O:11]>C(OCC)C>[CH2:18]([CH:15]1[CH2:14][CH2:13][N:12]([C:10](=[O:11])[CH2:9][NH:1][C:2]2[CH:7]=[CH:6][CH:5]=[CH:4][CH:3]=2)[CH2:17][CH2:16]1)[C:19]1[CH:24]=[CH:23][CH:22]=[CH:21][CH:20]=1. Procedure: The title compound is prepared from aniline and 2-chloro-1-(4-benzyl-piperidin-1-yl)-ethanone (Example 200a) according to the method described in Example 206. Melting Point: 107-109° C. (diethylether) Reactants: Cl[Sn]Cl (SnCl2), C1(=CC=CC=C1)C(=O)C1=C(C=CC(=C1)C)N (2-amino-5-methylphenyl phenyl ketone), solution, N(=O)[O-].[Na+] (sodium nitrite). Solvent: Cl (HCl), Cl (HCl), O (water). Run at time 30 minute. Yields the product CC=1C=C2C(=NNC2=CC1)C1=CC=CC=C1 (5-Methyl-3-phenyl-1H-indazole). The yield is 80.4%. As a reaction SMILES: [C:1]1([C:7]([C:9]2[CH:14]=[C:13]([CH3:15])[CH:12]=[CH:11][C:10]=2[NH2:16])=O)[CH:6]=[CH:5][CH:4]=[CH:3][CH:2]=1.[N:17]([O-])=O.[Na+].Cl[Sn]Cl>Cl.O>[CH3:15][C:13]1[CH:14]=[C:9]2[C:10](=[CH:11][CH:12]=1)[NH:16][N:17]=[C:7]2[C:1]1[CH:6]=[CH:5][CH:4]=[CH:3][CH:2]=1 |f:1.2|. Reported procedure: To a solution of 2-amino-5-methylphenyl phenyl ketone (2.0 g, 9.5 mmol) in HCl (45 mL of a 6M solution) at 0° C. was added sodium nitrite (NaNO2) (719 mg, 10.4 mmol) in water (2 mL). The reaction was stirred for 30 min when the homogeneous solution was added dropwise to a solution of SnCl2 (5.88, 26 mmol) in concentrated HCl (15 mL) at room temperature. The reaction was stirred for 30 min when it was filtered. The solid was then taken up in ethyl acetate (80 mL) and saturated sodium bicarbonate ... Starting materials: O=C(O)CC1=C(Cc2ccc3c(Br)cccc3c2)C(=O)CCC1, C1CCOC1, COC(=O)N=C=NC(C)(C)C. The product is COC(=O)NC(=O)CC1=C(Cc2ccc3c(Br)cccc3c2)C(=O)CCC1. RXN SMILES: [Br:1][c:2]1[c:3]2[cH:4][cH:5][c:6]([CH2:12][C:13]3=[C:14]([CH2:20][C:21](=[O:22])[OH:23])[CH2:15][CH2:16][CH2:17][C:18]3=[O:19])[cH:7][c:8]2[cH:9][cH:10][cH:11]1.[CH2:35]1[O:36][CH2:37][CH2:38][CH2:39]1.[CH3:24][O:25][C:26](=[O:27])[N:28]=[C:29]=[N:30][C:31]([CH3:32])([CH3:33])[CH3:34]>>[Br:1][c:2]1[c:3]2[cH:4][cH:5][c:6]([CH2:12][C:13]3=[C:14]([CH2:20][C:21](=[O:22])[NH:28][C:26]([O:25][CH3:24])=[O:27])[CH2:15][CH2:16][CH2:17][C:18]3=[O:19])[cH:7][c:8]2[cH:9][cH:10][cH:11]1.